From a dataset of the Open Reaction Database (ORD), a public repository of structured organic reaction records. describe an organic reaction: reactants, conditions, products, and yield Starting materials: N1(C=CC=C1)C=1SC=C(N1)CO (2-(1-pyrrolyl)-4-thiazolylmethanol), CS(=O)(=O)Cl (methanesulfonyl chloride), [H-].[Na+] (sodium hydride), OC1=CC=C(C=C1)CCCN1C=NC=C1 (1-[3-(4-hydroxyphenyl)propyl]imidazole). The solvent is C(C)(=O)OCC (ethyl acetate), C(C)N(CC)CC (triethylamine), O (water), CN(C=O)C (N,N-dimethylformamide), O (water). Conditions: time 1 hour. Yields the product N1(C=NC=C1)CCCC1=CC=C(OCC=2N=C(SC2)N2C=CC=C2)C=C1 (4-[4-[3-(1-imidazolyl)propyl]phenoxymethyl]-2-(1-pyrrolyl)thiazole). The yield is 70.0%. As a reaction SMILES: [N:1]1([C:6]2[S:7][CH:8]=[C:9]([CH2:11][OH:12])[N:10]=2)[CH:5]=[CH:4][CH:3]=[CH:2]1.CS(Cl)(=O)=O.[H-].[Na+].O[C:21]1[CH:26]=[CH:25][C:24]([CH2:27][CH2:28][CH2:29][N:30]2[CH:34]=[CH:33][N:32]=[CH:31]2)=[CH:23][CH:22]=1>CN(C)C=O.O.C(OCC)(=O)C.C(N(CC)CC)C>[N:30]1([CH2:29][CH2:28][CH2:27][C:24]2[CH:25]=[CH:26][C:21]([O:12][CH2:11][C:9]3[N:10]=[C:6]([N:1]4[CH:2]=[CH:3][CH:4]=[CH:5]4)[S:7][CH:8]=3)=[CH:22][CH:23]=2)[CH:34]=[CH:33][N:32]=[CH:31]1 |f:2.3|. Procedure details: To a mixture of 2-(1-pyrrolyl)-4-thiazolylmethanol (0.45 g), triethylamine (0.42 ml) and ethyl acetate (20 ml) was added dripwise methanesulfonyl chloride (0.23 ml) at 0° C., and then stirred for one hour. To the reaction mixture was added water, and the ethyl acetate layer was separated, washed with water, dried (MgSO4), and concentrated under reduced pressure. The residue was dissolved in tetrahydrofuran (5 ml), which was added to a solution prepared by adding sodium hydride (oily, 60%, 92 mg)... Isolated yield 86.8%. Solvent: CN(C=O)C (dimethylformamide). Starting materials: IC1=CC=C(C=C1)C1=CC=C(C=C1)I (4,4'-diiodo-1,1'-biphenyl), [Hg](C#N)C#N (Hg(CN)2), N1=CC=CC=C1 (pyridine), aqueous solution, Cl (hydrochloric acid). Procedure details: A mixture of 15 g (33.2.10-3 mol) of 4,4'-diiodo-1,1'-biphenyl, 3.13 g (34.9.10-3 mol) of mercuric cyanide and 2.75 g (34.9.10-3 mol) of pyridine is heated at 200° C. for 15 minutes and 6 ml of dimethylformamide are then added to the mixture. After cooling, the reaction medium is hydrolyzed with a 1N aqueous solution of hydrochloric acid. The expected product is extracted with ethyl acetate. The organic phase obtained is washed with water until the pH of the washings is neutral, dried over magne... Run at temperature 200 celsius. Yields the product IC1=CC=C(C=C1)C1=CC=C(C#N)C=C1 (4-(4-iodophenyl)benzonitrile). RXN SMILES: I[C:2]1[CH:7]=[CH:6][C:5]([C:8]2[CH:13]=[CH:12][C:11]([I:14])=[CH:10][CH:9]=2)=[CH:4][CH:3]=1.[Hg](C#N)[C:16]#[N:17].N1C=CC=CC=1.Cl>CN(C)C=O>[I:14][C:11]1[CH:12]=[CH:13][C:8]([C:5]2[CH:6]=[CH:7][C:2]([C:16]#[N:17])=[CH:3][CH:4]=2)=[CH:9][CH:10]=1. The reactants are Cl(=O)(=O)(=O)O (perchloric acid), C(C)[N+]1=C(SC2=C1C=CC=C2)C.CC=1C=CC(=CC1)S(=O)(=O)O (3-ethyl-2-methylbenzothiazolium p-toluenesulfonate), 4-methylcoumarin-2-thione, CO (methanol), CC(=O)C (acetone). Run at temperature 150 celsius. Product: Cl(=O)(=O)(=O)[O-].C(C)[N+]1=C(SC2=C1C=CC=C2)C=C2OC1=CC=CC=C1C(=C2)C (3-Ethyl-2-{(4-methyl-2H-chromen-2-ylidene)methyl}-benzothiazolium perchlorate). The yield is 40.0%. RXN SMILES: [CH2:1]([N+:3]1[C:7]2[CH:8]=[CH:9][CH:10]=[CH:11][C:6]=2[S:5][C:4]=1[CH3:12])[CH3:2].[CH3:13][C:14]1[CH:15]=[CH:16][C:17](S(O)(=O)=O)=[CH:18][CH:19]=1.[CH3:24]O.[Cl:26]([OH:30])(=[O:29])(=[O:28])=[O:27].[CH3:31][C:32](C)=[O:33]>>[Cl:26]([O-:30])(=[O:29])(=[O:28])=[O:27].[CH2:1]([N+:3]1[C:7]2[CH:8]=[CH:9][CH:10]=[CH:11][C:6]=2[S:5][C:4]=1[CH:12]=[C:32]1[CH:31]=[C:13]([CH3:24])[C:14]2[C:15](=[CH:16][CH:17]=[CH:18][CH:19]=2)[O:33]1)[CH3:2] |f:0.1,5.6|. Procedure: 17.5 g of 3-ethyl-2-methylbenzothiazolium-p-toluenesulfonate and 8.8 g of 4-methylcoumarin-2-thione were reacted under heat at 150° C. for 15 hours, and 20 ml of methanol and 40 ml of acetone were then added to the reaction mixture in the order listed to obtaina uniform solution. After cooling to room temperature, 15.7 g of 60%-perchloric acid was added thereto and stirred at room temperature, whereby crystals precipitated out. The crystals formed were filtered out and washed with a small amount... Reactants: COC1=C(C2=C(N=C(N2)S(=O)CC2=NC=C(C(=C2C)OC)C)C=C1)S(=O)(=O)C1=C(C=C(OCC(=O)OC)C=C1C)C (methyl {4-[(5-methoxy-2{[4-methoxy,3,5-dimethyl(2-pyridyl)methyl]sulfinyl}benzimidazolyl)sulfonyl]-3,5-dimethylphenoxy}acetate), COC1=C(C2=C(N=C(N2)S(=O)CC2=NC=C(C(=C2C)OC)C)C=C1)S(=O)(=O)C1=C(C=C(OCC(=O)OC)C=C1C)C (methyl {4-[(5-methoxy-2{[4-methoxy,3,5-dimethyl(2-pyridyl)methyl]sulfinyl}benzimidazolyl)sulfonyl]-3,5-dimethylphenoxy}acetate), [OH-].[Na+] (sodium hydroxide). Solvent: C(OC)COC (dimethoxyethane). Product: [Na+].COC1=C(C2=C(N=C(N2)S(=O)CC2=NC=C(C(=C2C)OC)C)C=C1)S(=O)(=O)C1=C(C=C(OCC(=O)[O-])C=C1C)C (2-{4-[(5-methoxy-2-{[(4-methoxy-3,5-dimethyl(2-pyridyl))methyl]sulfinyl}benzimidazolyl)sulfonyl]-3,5-dimethylphenoxy}acetic acid sodium salt). Reaction SMILES: [CH3:1][O:2][C:3]1[CH:24]=[CH:23][C:6]2[N:7]=[C:8]([S:10]([CH2:12][C:13]3[C:18]([CH3:19])=[C:17]([O:20][CH3:21])[C:16]([CH3:22])=[CH:15][N:14]=3)=[O:11])[NH:9][C:5]=2[C:4]=1[S:25]([C:28]1[C:39]([CH3:40])=[CH:38][C:31]([O:32][CH2:33][C:34]([O:36]C)=[O:35])=[CH:30][C:29]=1[CH3:41])(=[O:27])=[O:26].[OH-].[Na+:43]>C(COC)OC>[Na+:43].[CH3:1][O:2][C:3]1[CH:24]=[CH:23][C:6]2[N:7]=[C:8]([S:10]([CH2:12][C:13]3[C:18]([CH3:19])=[C:17]([O:20][CH3:21])[C:16]([CH3:22])=[CH:15][N:14]=3)=[O:11])[NH:9][C:5]=2[C:4]=1[S:25]([C:28]1[C:29]([CH3:41])=[CH:30][C:31]([O:32][CH2:33][C:34]([O-:36])=[O:35])=[CH:38][C:39]=1[CH3:40])(=[O:26])=[O:27] |f:1.2,4.5|. Reported procedure: A solution of methyl {4-[(5-methoxy-2{[4-methoxy,3,5-dimethyl(2-pyridyl)methyl]sulfinyl}benzimidazolyl)sulfonyl]-3,5-dimethylphenoxy}acetate (Intermediate A6, 2.96 g, 0.493 mol) in 250 mL of dimethoxyethane was stirred rapidly as 49 mL of 0.100 N aqueous sodium hydroxide was added. The mixture was concentrated at aspirator pressure (bath temperature<22° C.). The residue was reconcentrated from 200 mL of dimethoxyethane, left briefly at high vacuum, and partitioned between ethyl acetate and water... The reactants are C1CCOC1, C#CCCCOS(C)(=O)=O, c1ccc(N2CCNCC2)nc1. The product is C#CCCCN1CCN(c2ccccn2)CC1. RXN SMILES: [CH2:23]1[O:24][CH2:25][CH2:26][CH2:27]1.[CH3:1][S:2]([O:3][CH2:6][CH2:7][CH2:8][C:9]#[CH:10])(=[O:4])=[O:5].[n:11]1[c:12]([N:17]2[CH2:18][CH2:19][NH:20][CH2:21][CH2:22]2)[cH:13][cH:14][cH:15][cH:16]1>>[CH2:6]([CH2:7][CH2:8][C:9]#[CH:10])[N:20]1[CH2:19][CH2:18][N:17]([c:12]2[n:11][cH:16][cH:15][cH:14][cH:13]2)[CH2:22][CH2:21]1. Yield: 41.4%. Reactants: CC=1C=C(C=C(C1C1C(CC(C1=O)=CC1COCC1)=O)C)C1=CC=CC=C1 (2-(3,5-dimethylbiphenyl-4-yl)-4-[1-(tetrahydrofuran-3-yl)methylidene]-cyclopentane-1,3-dione), [H][H] (hydrogen). Run in CO (methanol). Yields the product CC=1C=C(C=C(C1C1C(CC(C1=O)CC1COCC1)=O)C)C1=CC=CC=C1 (2-(3,5-dimethylbiphenyl-4-yl)-4-(tetrahydrofuran-3ylmethyl)-cyclopentane-1,3-dione). Reported procedure: To a solution of 2-(3,5-dimethylbiphenyl-4-yl)-4-[1-(tetrahydrofuran-3-yl)methylidene]-cyclopentane-1,3-dione (0.29 g, 0.8 mmol) in methanol (10 ml) is added 10% palladium on carbon (0.06 g), followed by stirring under a 1 bar hydrogen atmosphere for 8 hours. The reaction mixture is then filtered through diatomaceous earth and concentrated to give a crude product which is purified by flash chromatography (hexane/ethyl acetate) to afford 2-(3,5-dimethylbiphenyl-4-yl)-4-(tetrahydrofuran-3ylmethyl)... As a reaction SMILES: [CH3:1][C:2]1[CH:3]=[C:4]([C:22]2[CH:27]=[CH:26][CH:25]=[CH:24][CH:23]=2)[CH:5]=[C:6]([CH3:21])[C:7]=1[CH:8]1[C:12](=[O:13])[C:11](=[CH:14][CH:15]2[CH2:19][CH2:18][O:17][CH2:16]2)[CH2:10][C:9]1=[O:20].[H][H]>CO.[Pd]>[CH3:21][C:6]1[CH:5]=[C:4]([C:22]2[CH:23]=[CH:24][CH:25]=[CH:26][CH:27]=2)[CH:3]=[C:2]([CH3:1])[C:7]=1[CH:8]1[C:12](=[O:13])[CH:11]([CH2:14][CH:15]2[CH2:19][CH2:18][O:17][CH2:16]2)[CH2:10][C:9]1=[O:20]. The reagents and catalysts are [Pd] (palladium on carbon). The reactants are ClC=1N=NC(=CC1)N1N=CC(=C1N)C(N)=O (3-chloro-6-(4-carbamoyl-5-amino-1-pyrazolyl)-pyridazine), O.NN (hydrazine hydrate). The solvent is CN(C=O)C (dimethylformamide). Yields the product N(N)C=1N=NC(=CC1)N1N=CC(=C1N)C#N (3-Hydrazino-6-(4-cyano-5-amino-1-pyrazolyl)-pyridazine). Reaction SMILES: Cl[C:2]1[N:3]=[N:4][C:5]([N:8]2[C:12]([NH2:13])=[C:11]([C:14](=O)[NH2:15])[CH:10]=[N:9]2)=[CH:6][CH:7]=1.O.[NH2:18][NH2:19]>CN(C)C=O>[NH:18]([C:2]1[N:3]=[N:4][C:5]([N:8]2[C:12]([NH2:13])=[C:11]([C:14]#[N:15])[CH:10]=[N:9]2)=[CH:6][CH:7]=1)[NH2:19] |f:1.2|. Reported procedure: A mixture of 10 g. of 3-chloro-6-(4-cyano-5-amino-1-pyrazolyl)-pyridazine (prepared according to Example 24), 20 ml. dimethylformamide and 40 ml. of 98% hydrazine hydrate is heated at 90°-95° C. for 5 hours. After cooling the precipitated product is filtered, washed with water and ethanol, triturated with 50 ml. of hot ethanol, filtered and dried. Yield: 9.1 g. (93%); m.p.: 264°-266° C. The hydrochloride melts at 253°-256° C. The reactants are BrC=1C=C2C(CC3(CCN(CC3)C(=O)OC(C)(C)C)OC2=CC1)=O (tert-Butyl 6-bromo-4-oxospiro[chroman-2,4′-piperidine]-1′-carboxylate), CN1N=CC(=C1)B1OC(C(O1)(C)C)(C)C (1-methyl-4-(4,4,5,5-tetramethyl-1,3,2-dioxaborolan-2-yl)-1H-pyrazole), O (water). Reagents/catalysts: C=1C=CC(=CC1)[P](C=2C=CC=CC2)(C=3C=CC=CC3)[Pd]([P](C=4C=CC=CC4)(C=5C=CC=CC5)C=6C=CC=CC6)([P](C=7C=CC=CC7)(C=8C=CC=CC8)C=9C=CC=CC9)[P](C=1C=CC=CC1)(C=1C=CC=CC1)C=1C=CC=CC1 (tetrakis(triphenylphosphine)palladium). Run in O1CCOCC1 (dioxane), C(=O)([O-])[O-].[Na+].[Na+] (Na2CO3), solution. Conditions: temperature 100 celsius, time 8 hour. Product: CN1N=CC(=C1)C=1C=C2C(CC3(CCN(CC3)C(=O)OC(C)(C)C)OC2=CC1)=O (tert-Butyl 6-(1-Methyl-1H-pyrazol-4-yl)-4-oxospiro[chroman-2,4′-piperidine]-1′-carboxylate). RXN SMILES: Br[C:2]1[CH:3]=[C:4]2[C:21](=[CH:22][CH:23]=1)[O:20][C:7]1([CH2:12][CH2:11][N:10]([C:13]([O:15][C:16]([CH3:19])([CH3:18])[CH3:17])=[O:14])[CH2:9][CH2:8]1)[CH2:6][C:5]2=[O:24].[CH3:25][N:26]1[CH:30]=[C:29](B2OC(C)(C)C(C)(C)O2)[CH:28]=[N:27]1.O>O1CCOCC1.C([O-])([O-])=O.[Na+].[Na+].C1C=CC([P]([Pd]([P](C2C=CC=CC=2)(C2C=CC=CC=2)C2C=CC=CC=2)([P](C2C=CC=CC=2)(C2C=CC=CC=2)C2C=CC=CC=2)[P](C2C=CC=CC=2)(C2C=CC=CC=2)C2C=CC=CC=2)(C2C=CC=CC=2)C2C=CC=CC=2)=CC=1>[CH3:25][N:26]1[CH:30]=[C:29]([C:2]2[CH:3]=[C:4]3[C:21](=[CH:22][CH:23]=2)[O:20][C:7]2([CH2:12][CH2:11][N:10]([C:13]([O:15][C:16]([CH3:18])([CH3:17])[CH3:19])=[O:14])[CH2:9][CH2:8]2)[CH2:6][C:5]3=[O:24])[CH:28]=[N:27]1 |f:4.5.6,^1:56,58,77,96|. Procedure details: tert-Butyl 6-bromo-4-oxospiro[chroman-2,4′-piperidine]-1′-carboxylate (1 g) and 1-methyl-4-(4,4,5,5-tetramethyl-1,3,2-dioxaborolan-2-yl)-1H-pyrazole (682 mg) were dissolved in dioxane in a nitrogen atmosphere, and aqueous 2M Na2CO3 (10 ml) solution (3.8 mL) and tetrakis(triphenylphosphine)palladium (144 mg) were added thereto, and degassed. The reaction liquid was stirred overnight at 100° C., cooled to room temperature, then water was added thereto, and filtered through Celite. The filtrate was... The reactants are C(C1=CC=CC=C1)OC=1C=C(C=CC1)NCC(=O)OCC (ethyl 2-((3-(benzyloxy)phenyl)amino)acetate), C([O-])([O-])=O.[K+].[K+] (potassium carbonate), ICC (iodoethane), O (water). The solvent is CN(C)C=O (DMF). Run at temperature 120 celsius, time 4 hour. Product: C(C1=CC=CC=C1)OC=1C=C(C=CC1)N(CC(=O)OCC)CC (ethyl 2-((3-(benzyloxy)phenyl)(ethyl)amino)acetate). Isolated yield 87.4%. RXN SMILES: [CH2:1]([O:8][C:9]1[CH:10]=[C:11]([NH:15][CH2:16][C:17]([O:19][CH2:20][CH3:21])=[O:18])[CH:12]=[CH:13][CH:14]=1)[C:2]1[CH:7]=[CH:6][CH:5]=[CH:4][CH:3]=1.C(=O)([O-])[O-].[K+].[K+].I[CH2:29][CH3:30].O>CN(C=O)C>[CH2:1]([O:8][C:9]1[CH:10]=[C:11]([N:15]([CH2:29][CH3:30])[CH2:16][C:17]([O:19][CH2:20][CH3:21])=[O:18])[CH:12]=[CH:13][CH:14]=1)[C:2]1[CH:3]=[CH:4][CH:5]=[CH:6][CH:7]=1 |f:1.2.3|. Reported procedure: To a solution of ethyl 2-((3-(benzyloxy)phenyl)amino)acetate (1.00 g) in DMF (10 mL) were added potassium carbonate (970 mg) and iodoethane (2.20 g), and the mixture was stirred at 120° C. for 4 hr. The mixture was allowed to cool to room temperature, and water was added. The reaction mixture was extracted with ethyl acetate, and the extract was washed with saturated brine. The organic layer was dried over anhydrous sodium sulfate, and the solvent was evaporated under reduced pressure. The resid...